From a dataset of the Open Reaction Database (ORD), a public repository of structured organic reaction records. describe an organic reaction: reactants, conditions, products, and yield Reactants: ClC1=C(OCC(=O)OCC)C=CC(=C1Cl)C(=C)C1=CC=NN1COCC (ethyl {2,3-dichloro-4-[1-(1-ethoxymethyl-5-pyrazolyl)vinyl]phenoxy}acetate), C(C)(C)OC(C)C (isopropyl ether). The product is ClC1=C(OCC(=O)OCC)C=CC(=C1Cl)C(=C)C1=CC=NN1 (ethyl {2,3-dichloro-4-[1-(5-pyrazolyl)vinyl]phenoxy}acetate). The yield is 86.2%. Reaction SMILES: [Cl:1][C:2]1[C:14]([Cl:15])=[C:13]([C:16]([C:18]2[N:22](COCC)[N:21]=[CH:20][CH:19]=2)=[CH2:17])[CH:12]=[CH:11][C:3]=1[O:4][CH2:5][C:6]([O:8][CH2:9][CH3:10])=[O:7].C(OC(C)C)(C)C>>[Cl:1][C:2]1[C:14]([Cl:15])=[C:13]([C:16]([C:18]2[NH:22][N:21]=[CH:20][CH:19]=2)=[CH2:17])[CH:12]=[CH:11][C:3]=1[O:4][CH2:5][C:6]([O:8][CH2:9][CH3:10])=[O:7]. Reported procedure: 1.10 g of ethyl {2,3-dichloro-4-[1-(1-ethoxymethyl-5-pyrazolyl)vinyl]phenoxy}acetate are treated in the same manner as described in Example 35 except that isopropyl ether is used as the crystallization solvent. 0.81 g of ethyl {2,3-dichloro-4-[1-(5-pyrazolyl)vinyl]phenoxy}acetate is obtained as crystals. The reactants are CC(C)(CO)CO, Cc1ccccc1, CCOC(=O)CSCC(=O)c1ccccc1, Cc1ccc(S(=O)(=O)O)cc1. Yields the product CCOC(=O)CSCC1(c2ccccc2)OCC(C)(C)CO1. As a reaction SMILES: [CH3:17][C:18]([CH2:19][OH:20])([CH2:21][OH:22])[CH3:23].[CH3:35][c:36]1[cH:37][cH:38][cH:39][cH:40][cH:41]1.[O:1]=[C:2]([CH2:3][S:4][CH2:5][C:6](=[O:7])[O:8][CH2:9][CH3:10])[c:11]1[cH:12][cH:13][cH:14][cH:15][cH:16]1.[c:24]1([CH3:25])[cH:26][cH:27][c:28]([S:29]([OH:30])(=[O:31])=[O:32])[cH:33][cH:34]1>>[O:1]1[C:2]([CH2:3][S:4][CH2:5][C:6](=[O:7])[O:8][CH2:9][CH3:10])([c:11]2[cH:12][cH:13][cH:14][cH:15][cH:16]2)[O:20][CH2:19][C:18]([CH3:17])([CH3:23])[CH2:21]1. As a reaction SMILES: [C:3]([CH3:4])(=[O:5])[NH:6][c:7]1[c:8]([Br:17])[c:9]([CH3:16])[c:10]([O:14][CH3:15])[c:11]([CH3:13])[cH:12]1.[CH2:18]([CH:19]=[CH2:20])[Br:21].[H-:1].[Na+:2].[O:22]1[CH2:23][CH2:24][CH2:25][CH2:26]1>>[C:3]([CH3:4])(=[O:5])[N:6]([c:7]1[c:8]([Br:17])[c:9]([CH3:16])[c:10]([O:14][CH3:15])[c:11]([CH3:13])[cH:12]1)[CH2:20][CH:19]=[CH2:18]. The reactants are COc1c(C)cc(NC(C)=O)c(Br)c1C, C=CCBr, [H-], [Na+], C1CCOC1. The product is C=CCN(C(C)=O)c1cc(C)c(OC)c(C)c1Br.